This data is from the Open Reaction Database (ORD), a public repository of structured organic reaction records. The task is: describe an organic reaction: reactants, conditions, products, and yield Reactants: BrCC1=NSN=C1 (3-bromomethyl-1,2,5-thiadiazole), OC1=CC=C(C=C1)CC(C)=O (4-hydroxyphenylacetone). Product: S1N=C(C=N1)COC1=CC=C(C=C1)CC(C)=O (4-[(1,2,5-Thiadiazol-3-yl)methoxy]phenyl acetone). Reaction SMILES: Br[CH2:2][C:3]1[CH:7]=[N:6][S:5][N:4]=1.[OH:8][C:9]1[CH:14]=[CH:13][C:12]([CH2:15][C:16](=[O:18])[CH3:17])=[CH:11][CH:10]=1>>[S:5]1[N:6]=[CH:7][C:3]([CH2:2][O:8][C:9]2[CH:10]=[CH:11][C:12]([CH2:15][C:16](=[O:18])[CH3:17])=[CH:13][CH:14]=2)=[N:4]1. Procedure details: Prepared from 3-bromomethyl-1,2,5-thiadiazole and 4-hydroxyphenylacetone by the method of Example 1. Run in CCOCC (ether). Run at time 8 hour. Reaction SMILES: [F:1][C:2]1[CH:3]=[CH:4][C:5]([O:12][CH3:13])=[C:6]([C:8](O)([CH3:10])[CH3:9])[CH:7]=1.[F:14][C:15]1[CH:20]=[CH:19][C:18]([OH:21])=[CH:17][CH:16]=1.Cl>CCOCC>[F:14][C:15]1[CH:20]=[CH:19][C:18]([OH:21])=[C:17]([C:8]([C:6]2[CH:7]=[C:2]([F:1])[CH:3]=[CH:4][C:5]=2[O:12][CH3:13])([CH3:10])[CH3:9])[CH:16]=1. Procedure: 2-(5-fluoro-2-methoxyphenyl)propan-2-ol (6 g) was added in small portions to a melt of 4-fluorophenol (12 g) and concentrated hydrochloric acid (10 days) at 90° C. The mixture was stirred at this temperature overnight and was then cooled and dissolved in ether. The excess of p-fluorophenol was removed by extraction with 5% aqueous sodium hydroxide solution. The alkali insoluble material crystallised from hexane to give 2-(5-fluoro-2-hydroxyphenyl)-2-(5-fluoro-2-methoxyphenyl) propane (3.9 g) as ... The yield is 43.0%. Yields the product FC=1C=CC(=C(C1)C(C)(C)C1=C(C=CC(=C1)F)OC)O (2-(5-fluoro-2-hydroxyphenyl)-2-(5-fluoro-2-methoxyphenyl) propane). The reactants are FC=1C=CC(=C(C1)C(C)(C)O)OC (2-(5-fluoro-2-methoxyphenyl)propan-2-ol), FC1=CC=C(C=C1)O (4-fluorophenol), Cl (hydrochloric acid). The reactants are COc1cc(N2CCN(Cc3ccccc3)CC2COCc2ccccc2)ccc1Cl, CC(Cl)OC(=O)Cl, ClCCl. Yields the product COc1cc(N2CCNCC2COCc2ccccc2)ccc1Cl. Reaction SMILES: [CH2:1]([c:2]1[cH:3][cH:4][cH:5][cH:6][cH:7]1)[N:8]1[CH2:9][CH:10]([CH2:23][O:24][CH2:25][c:26]2[cH:27][cH:28][cH:29][cH:30][cH:31]2)[N:11]([c:14]2[cH:15][c:16]([O:21][CH3:22])[c:17]([Cl:20])[cH:18][cH:19]2)[CH2:12][CH2:13]1.[Cl:32][C:33]([O:34][CH:35]([Cl:36])[CH3:37])=[O:38].[Cl:39][CH2:40][Cl:41]>>[NH:8]1[CH2:9][CH:10]([CH2:23][O:24][CH2:25][c:26]2[cH:27][cH:28][cH:29][cH:30][cH:31]2)[N:11]([c:14]2[cH:15][c:16]([O:21][CH3:22])[c:17]([Cl:20])[cH:18][cH:19]2)[CH2:12][CH2:13]1. Reactants: ClC1=C(C=C)C=C(C(=C1Cl)OCOCCOC)OCOCCOC (2,3-dichloro-4,5bis-[(2-methoxyethoxy)-methoxy]-styrol), ClC1=CC(=CC=C1)C(=O)OO (m-chloro perbenzoic acid). Run in C1CCCCC1.C(C)(=O)OCC (cyclo-hexane ethyl acetate). The product is ClC12C(C=C)(C=C(C(=C1Cl)OCOCCOC)OCOCCOC)O2 (2,3-dichloro-4,5bis-[(2-methoxyethoxy)-methoxy]-(1,2-epoxy) styrol). Yield: 99.6%. RXN SMILES: [Cl:1][C:2]1[C:9]([Cl:10])=[C:8]([O:11][CH2:12][O:13][CH2:14][CH2:15][O:16][CH3:17])[C:7]([O:18][CH2:19][O:20][CH2:21][CH2:22][O:23][CH3:24])=[CH:6][C:3]=1[CH:4]=[CH2:5].ClC1C=CC=C(C(OO)=[O:33])C=1>C1CCCCC1.C(OCC)(=O)C>[Cl:1][C:2]12[O:33][C:3]1([CH:6]=[C:7]([O:18][CH2:19][O:20][CH2:21][CH2:22][O:23][CH3:24])[C:8]([O:11][CH2:12][O:13][CH2:14][CH2:15][O:16][CH3:17])=[C:9]2[Cl:10])[CH:4]=[CH2:5] |f:2.3|. Procedure details: Using the procedure of Stage D of Example 40, 13.2 g of thee allylic alcohol of Step C and 10.3 g of m-chloro perbenzoic acid were reacted to obtain 13.7 g of the expected product with a Rf=0.25 (AcOEt-cyclohexane 6-4). Starting materials: O=C1Nc2ncccc2C1(Br)Br, CS(C)=O, Cl, NOCCF, O=C1Nc2ncccc2C1=O. Product: O=C1Nc2ncccc2C1=NOCCF. Reaction SMILES: [Br:1][C:2]1([Br:12])[C:3](=[O:11])[NH:4][c:5]2[n:6][cH:7][cH:8][cH:9][c:10]21.[CH3:30][S:31]([CH3:32])=[O:33].[ClH:24].[F:25][CH2:26][CH2:27][O:28][NH2:29].[NH:13]1[c:14]2[c:15]([cH:16][cH:17][cH:18][n:19]2)[C:20](=[O:21])[C:22]1=[O:23]>>[C:2]1(=[N:29][O:28][CH2:27][CH2:26][F:25])[C:3](=[O:11])[NH:4][c:5]2[n:6][cH:7][cH:8][cH:9][c:10]21. The reactants are [Cl-].[Cl-].[Cl-].[Al+3] (aluminium trichloride), COC(=O)C1=CC2=C1C=C(C=C2)OC (5-methoxybenzocyclobutene-1-carboxylic acid methyl ester), ClC1=C(C(=O)Cl)C=CC(=C1)Cl (2,4-dichlorobenzoyl chloride). Product: COC(=O)C1=CC2=C1C=C(C(=C2)C(C2=C(C=C(C=C2)Cl)Cl)=O)O (4-(2,4-dichlorobenzoyl)-5-hydroxybenzocyclobutene-1-carboxylic acid methyl ester). Reaction SMILES: [Cl-].[Cl-].[Cl-].[Al+3].[CH3:5][O:6][C:7]([C:9]1[C:12]2[CH:13]=[C:14]([O:17]C)[CH:15]=[CH:16][C:11]=2[CH:10]=1)=[O:8].[Cl:19][C:20]1[CH:28]=[C:27]([Cl:29])[CH:26]=[CH:25][C:21]=1[C:22](Cl)=[O:23]>>[CH3:5][O:6][C:7]([C:9]1[C:12]2[CH:13]=[C:14]([OH:17])[C:15]([C:22](=[O:23])[C:21]3[CH:25]=[CH:26][C:27]([Cl:29])=[CH:28][C:20]=3[Cl:19])=[CH:16][C:11]=2[CH:10]=1)=[O:8] |f:0.1.2.3|. Procedure details: In a manner analogous to that described in Example 5, starting from 26.6 g of aluminium trichloride, 9.61 g of 5-methoxybenzocyclobutene-1-carboxylic acid methyl ester and 20.95 g of 2,4-dichlorobenzoyl chloride there is obtained 4-(2,4-dichlorobenzoyl)-5-hydroxybenzocyclobutene-1-carboxylic acid methyl ester having a melting point of 99°-100°. Reactants: CC=1C(=CC2=C(C(=CO2)COC2=C3C=C(NC3=CC=C2)C(=O)O)C1)C (4-(5,6-dimethyl-benzofuran-3-ylmethoxy)-1H-indole-2-carboxylic acid), Cl.Cl.Cl.[C@H]1(CCCN2CCCC[C@H]12)CN1CCC(CC1)N (1-[(1S,9aR)-1-(Octahydro-quinolizin-1-yl)methyl]-piperidin-4-ylamine trihydrochloride). The product is Cl.Cl.[C@H]1(CCCN2CCCC[C@H]12)CN1CCC(CC1)NC(=O)C=1NC2=CC=CC(=C2C1)OCC1=COC2=C1C=C(C(=C2)C)C (4-(5,6-dimethyl-benzofuran-3-ylmethoxy)-1H-indole-2-carboxylic acid {1-[(1S,9aR)-1-(octahydro-quinolizin-1-yl)methyl]-piperidin-4-yl}-amide dihydrochloride). Reaction SMILES: [CH3:1][C:2]1[C:3]([CH3:25])=[CH:4][C:5]2[O:9][CH:8]=[C:7]([CH2:10][O:11][C:12]3[CH:20]=[CH:19][CH:18]=[C:17]4[C:13]=3[CH:14]=[C:15]([C:21](O)=[O:22])[NH:16]4)[C:6]=2[CH:24]=1.[ClH:26].Cl.Cl.[C@H:29]1([CH2:39][N:40]2[CH2:45][CH2:44][CH:43]([NH2:46])[CH2:42][CH2:41]2)[C@@H:38]2[N:33]([CH2:34][CH2:35][CH2:36][CH2:37]2)[CH2:32][CH2:31][CH2:30]1>>[ClH:26].[ClH:26].[C@H:29]1([CH2:39][N:40]2[CH2:45][CH2:44][CH:43]([NH:46][C:21]([C:15]3[NH:16][C:17]4[C:13]([CH:14]=3)=[C:12]([O:11][CH2:10][C:7]3[C:6]5[CH:24]=[C:2]([CH3:1])[C:3]([CH3:25])=[CH:4][C:5]=5[O:9][CH:8]=3)[CH:20]=[CH:19][CH:18]=4)=[O:22])[CH2:42][CH2:41]2)[C@@H:38]2[N:33]([CH2:34][CH2:35][CH2:36][CH2:37]2)[CH2:32][CH2:31][CH2:30]1 |f:1.2.3.4,5.6.7|. Reported procedure: This compound is synthesized from 4-(5,6-dimethyl-benzofuran-3-ylmethoxy)-1H-indole-2-carboxylic acid 127 (preparation see below) and amine 61 analogously to the method described in example 1. Starting materials: SC=1SC2=C(N1)C=CC=C2 (2-mercaptobenzothiazole), C(C(=C)CC(=O)OC)(=O)OC (dimethyl itaconate), ice water. Run in S(O)(O)(=O)=O (sulfuric acid). Run at time 16 hour. Yields the product S1C(=NC2=C1C=CC=C2)SCC(CC(=O)OC)C(=O)OC (dimethyl 3-(benzothiazol-2-ylthio)-propane-1,2-dicarboxylate). Reaction SMILES: [SH:1][C:2]1[S:3][C:4]2[CH:10]=[CH:9][CH:8]=[CH:7][C:5]=2[N:6]=1.[C:11]([O:20][CH3:21])(=[O:19])[C:12]([CH2:14][C:15]([O:17][CH3:18])=[O:16])=[CH2:13]>S(=O)(=O)(O)O>[S:3]1[C:4]2[CH:10]=[CH:9][CH:8]=[CH:7][C:5]=2[N:6]=[C:2]1[S:1][CH2:13][CH:12]([C:11]([O:20][CH3:21])=[O:19])[CH2:14][C:15]([O:17][CH3:18])=[O:16]. Procedure details: 16.8 g of finely powdered 2-mercaptobenzothiazole are suspended in 150 ml of 70% sulfuric acid and 16.6 g of dimethyl itaconate are added dropwise at 0°-10° in the course of half an hour, with stirring. After further 16 hours at 0°-10°, the reaction mixture is poured into ice water and extracted with ethyl acetate. The organic phase is separated, dried and the solvent is evapourated. The solid residue is recristallied from cyclohexane yielding dimethyl 3-(benzothiazol-2-ylthio)-propane-1,2-dicar... The reactants are CC(C)(C)OC(=O)N1CCC(COc2nc(Cl)ncc2Br)CC1, CC1CCC(N)CC1. Yields the product CC1CCC(Nc2ncc(Br)c(OCC3CCN(C(=O)OC(C)(C)C)CC3)n2)CC1. Reaction SMILES: [Br:1][c:2]1[c:3]([O:9][CH2:10][CH:11]2[CH2:12][CH2:13][N:14]([C:17](=[O:18])[O:19][C:20]([CH3:21])([CH3:22])[CH3:23])[CH2:15][CH2:16]2)[n:4][c:5]([Cl:8])[n:6][cH:7]1.[CH3:24][CH:25]1[CH2:26][CH2:27][CH:28]([NH2:31])[CH2:29][CH2:30]1>>[Br:1][c:2]1[c:3]([O:9][CH2:10][CH:11]2[CH2:12][CH2:13][N:14]([C:17](=[O:18])[O:19][C:20]([CH3:21])([CH3:22])[CH3:23])[CH2:15][CH2:16]2)[n:4][c:5]([NH:31][CH:28]2[CH2:27][CH2:26][CH:25]([CH3:24])[CH2:30][CH2:29]2)[n:6][cH:7]1. Starting materials: [Al+3], N#CC1CN(Cc2ccccc2)CCC1O, [H-], [H-], [H-], [H-], [Li+], C1CCOC1. The product is NCC1CN(Cc2ccccc2)CCC1O. RXN SMILES: [Al+3:18].[CH2:1]([c:2]1[cH:3][cH:4][cH:5][cH:6][cH:7]1)[N:8]1[CH2:9][CH:10]([C:15]#[N:16])[CH:11]([OH:14])[CH2:12][CH2:13]1.[H-:17].[H-:20].[H-:21].[H-:22].[Li+:19].[O:23]1[CH2:24][CH2:25][CH2:26][CH2:27]1>>[CH2:1]([c:2]1[cH:3][cH:4][cH:5][cH:6][cH:7]1)[N:8]1[CH2:9][CH:10]([CH2:15][NH2:16])[CH:11]([OH:14])[CH2:12][CH2:13]1.